From a dataset of the Open Reaction Database (ORD), a public repository of structured organic reaction records. describe an organic reaction: reactants, conditions, products, and yield Yields the product Cl.C1(=CC=CC=C1)CON=C1CN=CNC1 (1,6-Dihydro-5(4H)-pyrimidinone O-(phenylmethyl)oxime monohydrochloride). Isolated yield 60.0%. Reaction SMILES: O.[ClH:2].Cl.[NH2:4][CH2:5][C:6]([CH2:8][NH2:9])=O.Cl.[C:11]1([CH2:17][O:18][NH2:19])[CH:16]=[CH:15][CH:14]=[CH:13][CH:12]=1.[CH3:20]O>>[ClH:2].[C:11]1([CH2:17][O:18][N:19]=[C:6]2[CH2:8][NH:9][CH:20]=[N:4][CH2:5]2)[CH:16]=[CH:15][CH:14]=[CH:13][CH:12]=1 |f:0.1.2.3,4.5,7.8|. Procedure: 1,3-Diaminoacetone dihydrochloride monohydrate (2.00 g, 11.2 mmol) was dissolved in refluxing methanol and O-phenylmethylhydroxylamine hydrochloride (3.30 g, 20.5 mmol) was added. After refluxing for 20 hours the solvent was evaporated. The crude product was dissolved in methanol and an excess of trimethylorthoformate was added to the reaction mixture which was heated to reflux. After 48 hours the solvent was removed in vacuo. Crystallization from methanol/ethyl acetate afforded 1.60 g (60%) of ... Starting materials: Cl.C1(=CC=CC=C1)CON (O-phenylmethylhydroxylamine hydrochloride), CO (methanol), O.Cl.Cl.NCC(=O)CN (1,3-Diaminoacetone dihydrochloride monohydrate). Reactants: C(C)OC1=CC=C(C(=O)OCC)C=C1 (ethyl 4-ethoxybenzoate), O1CCCC1 (tetrahydrofuran), Cl (hydrochloric acid), solution, C(CCC)[Li] (n-butyllithium), C(C)#N (acetonitrile), O1CCCC1 (tetrahydrofuran). The solvent is CCCCCC (hexane). Run at temperature -78 celsius, time 30 minute. Product: C(C)OC1=CC=C(C=C1)C(C#N)C=O (4-ethoxyphenyl-3-oxopropanenitrile). Yield: 80.0%. RXN SMILES: C([Li])CCC.[C:6](#[N:8])[CH3:7].[CH2:9]([O:11][C:12]1[CH:22]=[CH:21][C:15](C(OCC)=O)=[CH:14][CH:13]=1)[CH3:10].Cl.[O:24]1CCC[CH2:25]1>CCCCCC>[CH2:9]([O:11][C:12]1[CH:13]=[CH:14][C:15]([CH:7]([CH:25]=[O:24])[C:6]#[N:8])=[CH:21][CH:22]=1)[CH3:10]. Reported procedure: 27.1 ml (67.8 mmol) of a 2.5 M solution of n-butyllithium in hexane is added drop by drop at −78° C. under argon to a solution of 4.4 g (108.6 mmol) of acetonitrile in 50 ml of anhydrous tetrahydrofuran. The reaction mixture is stirred for 30 min at −78° C., then a solution of 5.2 g (27.15 mmol) of ethyl 4-ethoxybenzoate diluted in 30 ml of tetrahydrofuran is added at −78° C. drop by drop to the reaction mixture. The reaction mixture is stirred for 2 h at −78° C., then 1 M hydrochloric acid solu... The reactants are Cl.C(C)OC([C@H](N)CO)=O (D-serine ethyl ester hydrochloride), Example 20 ( A ), COC([C@@H](NC([C@@](NC(C(C)C)=O)(CC(O)=O)N)=O)CC1=CC=CC=C1)=O (α-Aminoisobutyryl-α-L-aspartyl-L-phenylalanine methyl ester), N([C@@H](CC(OCC1=CC=CC=C1)=O)C(=O)O)C(=O)OCC1=CC=CC=C1 (Z-Asp(OBzl)), N-t-butoxycarbonyl-α-aminoisobutyric acid N-hydroxysuccinimide ester. The product is C(C)OC([C@H](NC([C@@](NC(C(C)C)=O)(CC(O)=O)N)=O)CO)=O (α-Aminoisobutyryl-α-L-aspartyl-D-serine ethyl ester). RXN SMILES: Cl.[CH2:2]([O:4][C:5](=[O:10])[C@@H:6]([CH2:8][OH:9])[NH2:7])[CH3:3].N(C(OCC1C=CC=CC=1)=O)[C@H](C(O)=O)CC(=O)OCC1C=CC=CC=1.COC(=O)[C@H](CC1C=CC=CC=1)N[C:42](=[O:55])[C@:43]([NH2:54])([CH2:50][C:51](=[O:53])[OH:52])[NH:44][C:45](=[O:49])[CH:46]([CH3:48])[CH3:47]>>[CH2:2]([O:4][C:5](=[O:10])[C@@H:6]([CH2:8][OH:9])[NH:7][C:42](=[O:55])[C@:43]([NH2:54])([CH2:50][C:51](=[O:52])[OH:53])[NH:44][C:45](=[O:49])[CH:46]([CH3:48])[CH3:47])[CH3:3] |f:0.1|. Procedure details: This compound was prepared from 1.7 g D-serine ethyl ester hydrochloride, 3.6 g Z-Asp(OBzl) and 1.8 g N-t-butoxycarbonyl-α-aminoisobutyric acid N-hydroxysuccinimide ester in a manner similar to Example 20 (A), (C), (D) and (E). Yield: 1.2 g, m.p.: 175°-178° C. Starting materials: S(O)(O)(=O)=O (sulfuric acid), ClC=1C=C2N=C(C(NC2=CC1Cl)=O)C (6,7-Dichloro-3-methyl-1H-quinoxalin-2-one), FC1=CC=C(C=O)C=C1 (4-Fluorobenzaldehyde). Run in CC(=O)OCC1=C2C=CC=CC2=C(C3=CC=CC=C31)COC(=O)C (acetic). Reaction conditions: temperature 85 celsius. Product: ClC=1C=C2N=C(C(NC2=CC1Cl)=O)C=CC1=CC=C(C=C1)F (6,7-dichloro-3-[2-(4-fluorophenyl)vinyl]-1H-quinoxalin-2-one). Isolated yield 97.6%. As a reaction SMILES: [Cl:1][C:2]1[CH:3]=[C:4]2[C:9](=[CH:10][C:11]=1[Cl:12])[NH:8][C:7](=[O:13])[C:6]([CH3:14])=[N:5]2.S(=O)(=O)(O)O.[F:20][C:21]1[CH:28]=[CH:27][C:24]([CH:25]=O)=[CH:23][CH:22]=1>CC(OCC1C2C(=CC=CC=2)C(COC(C)=O)=C2C=1C=CC=C2)=O>[Cl:1][C:2]1[CH:3]=[C:4]2[C:9](=[CH:10][C:11]=1[Cl:12])[NH:8][C:7](=[O:13])[C:6]([CH:14]=[CH:25][C:24]1[CH:27]=[CH:28][C:21]([F:20])=[CH:22][CH:23]=1)=[N:5]2. Procedure: 6,7-Dichloro-3-methyl-1H-quinoxalin-2-one (5 g, 22 mmol) (prepared as described in: Collins, J. L.; Dambek, P. J.; Goldstein, S. W.; Faraci, W. S. Bioorg. Med. Chem. Lett. 1992, 2, 915-8) was dissolved in a mixture of glacial acetic add (100 ml) and 98% sulfuric acid (10 ml). 4-Fluorobenzaldehyde (2.3 ml, 22 mmol) was added and the resulting mixture was stirred at reflux temperature for 3.5 hours. The mixture was allowed to cool to 85° C. and then poured onto ice (500 ml). The solid was filtered... Reactants: FC=1C=C(C=C(C1)F)C[C@@H]([C@@H]1OC1)NC(OCC1=CC=CC=C1)=O (Benzyl (1S)-2-(3,5-difluorophenyl)-1-[(2S)-oxiranyl]ethylcarbamate), C(CC)N(C(=O)C=1C=C(C(=O)O)C=C(C1)CC)CCC (3-[(Dipropylamino)carbonyl]-5-ethylbenzoic acid), C1(CCCC2=CC=CC=C12)N (1,2,3,4-tetrahydro-1-naphthalenylamine), 5-Me-PHTH. Yields the product FC=1C=C(C[C@@H]([C@@H](CNCCOC2=CC=CC=C2)O)NC(C2=CC(C(=O)N(CCC)CCC)=CC(=C2)C)=O)C=C(C1)F (N1-{(1S,2R)-1-(3,5-difluorobenzyl)-2-hydroxy-3-[(2-phenoxyethyl)amino]propyl}-5-methyl-N3,N3-dipropylisophthalamide). As a reaction SMILES: [F:1][C:2]1[CH:3]=[C:4]([CH2:9][C@H:10]([NH:14][C:15](=[O:24])OCC2C=CC=CC=2)[C@H:11]2[CH2:13][O:12]2)[CH:5]=[C:6]([F:8])[CH:7]=1.C1(N)[C:34]2[C:29](=[CH:30][CH:31]=[CH:32][CH:33]=2)CCC1.[CH2:36]([N:39]([CH2:53][CH2:54][CH3:55])[C:40]([C:42]1[CH:43]=[C:44]([CH:48]=[C:49]([CH2:51]C)[CH:50]=1)C(O)=O)=[O:41])[CH2:37][CH3:38]>>[F:8][C:6]1[CH:5]=[C:4]([CH:3]=[C:2]([F:1])[CH:7]=1)[CH2:9][C@H:10]([NH:14][C:15](=[O:24])[C:44]1[CH:48]=[C:49]([CH3:51])[CH:50]=[C:42]([C:40]([N:39]([CH2:36][CH2:37][CH3:38])[CH2:53][CH2:54][CH3:55])=[O:41])[CH:43]=1)[C@H:11]([OH:12])[CH2:13][NH:14][CH2:10][CH2:11][O:12][C:29]1[CH:30]=[CH:31][CH:32]=[CH:33][CH:34]=1. Procedure: Following the general procedure of EXAMPLEs 4, 5 and 6 and making non-critical variations but using tert-butyl (1S)-2-(3,5-difluorophenyl)-1-[(2S)-oxiranyl]ethylcarbamate (V), H2N—CH2—CH2—O-phenyl (VI) and “5-Me-PHTH” (IX), the title compound is obtained, MH+=582. Starting materials: Cl.Cl.[C@H]1(CCCN2CCCC[C@H]12)CN1CCC(CC1)NC(=O)C=1NC2=CC=CC(=C2C1)OCC1=COC2=C1C=CC(=C2)F (4-(6-Fluoro-benzofuran-3-ylmethoxy)-1H-indole-2-carboxylic acid {1-[(1S,9aR)-1-(octahydro-quinolizin-1-yl)methyl]-piperidin-4-yl}-amide dihydrochloride), Cl.Cl.Cl.NC1CCN(CC1)CCN1CCC(CC1)O (1-[2-(4-Amino-piperidin-1-yl)-ethyl]-piperidin-4-ol tri-hydrochloride). Yields the product Cl.Cl.OC1CCN(CC1)CCN1CCC(CC1)NC(=O)C=1NC2=CC=CC(=C2C1)OCC1=COC2=C1C=CC(=C2)F (4-(6-Fluoro-benzofuran-3-ylmethoxy)-1H-indole-2-carboxylic acid {1-[2-(4-hydroxy-piperidin-1-yl)-ethyl]-piperidin-4-yl}-amide dihydrochloride). Reaction SMILES: [ClH:1].Cl.[C@H]1(C[N:14]2[CH2:19][CH2:18][CH:17]([NH:20][C:21]([C:23]3[NH:24][C:25]4[C:30]([CH:31]=3)=[C:29]([O:32][CH2:33][C:34]3[C:38]5[CH:39]=[CH:40][C:41]([F:43])=[CH:42][C:37]=5[O:36][CH:35]=3)[CH:28]=[CH:27][CH:26]=4)=[O:22])[CH2:16][CH2:15]2)[C@@H]2N(CCCC2)CCC1.Cl.Cl.Cl.NC1CCN([CH2:54][CH2:55][N:56]2[CH2:61][CH2:60][CH:59]([OH:62])[CH2:58][CH2:57]2)CC1>>[ClH:1].[ClH:1].[OH:62][CH:59]1[CH2:60][CH2:61][N:56]([CH2:55][CH2:54][N:14]2[CH2:15][CH2:16][CH:17]([NH:20][C:21]([C:23]3[NH:24][C:25]4[C:30]([CH:31]=3)=[C:29]([O:32][CH2:33][C:34]3[C:38]5[CH:39]=[CH:40][C:41]([F:43])=[CH:42][C:37]=5[O:36][CH:35]=3)[CH:28]=[CH:27][CH:26]=4)=[O:22])[CH2:18][CH2:19]2)[CH2:57][CH2:58]1 |f:0.1.2,3.4.5.6,7.8.9|. Reported procedure: This compound is synthesized from 4-(6-fluoro-benzofuran-3-ylmethoxy)-1H-indole-2-carboxylic acid (106, see example 55) and amine 21 analogously to the method described in example 1. Starting materials: crude product, ClC1=CC=C(C(=C1O)F)C (6-chloro-2-fluoro-3-methylphenol), O=[N+]=O.F[B-](F)(F)F (nitronium•tetrafluoroborate), CCCCCC (Hexane), ice water. Run in C1(=CC=CC=C1)C (toluene), ClCCl (dichloromethane), ClCCl (dichloromethane). Run at time 2 hour. Yields the product ClC1=CC(=C(C(=C1O)F)C)[N+](=O)[O-] (6-chloro-2-fluoro-3-methyl-4-nitrophenol). The yield is 61.1%. Reaction SMILES: [Cl:1][C:2]1[C:7]([OH:8])=[C:6]([F:9])[C:5]([CH3:10])=[CH:4][CH:3]=1.[O:11]=[N+:12]=[O:13].F[B-](F)(F)F.CCCCCC>ClCCl.C1(C)C=CC=CC=1>[Cl:1][C:2]1[C:7]([OH:8])=[C:6]([F:9])[C:5]([CH3:10])=[C:4]([N+:12]([O-:13])=[O:11])[CH:3]=1 |f:1.2|. Procedure: A solution of 6-chloro-2-fluoro-3-methylphenol (9.00 g, 56.1 mmol) in dichloromethane (100 ml) was added dropwise to a suspension of 85% nitronium•tetrafluoroborate (9.50 g, 60.8 mmol) in dichloromethane (150 ml) at 0 to 5° C. under ice-cooling. The resulting mixture was warmed up to room temperature and stirred for 2 hours while maintaining the temperature. The mixture was poured into ice water and then partitioned and extracted with chloroform, and the organic layer was washed with water, drie...